Dataset: the Open Reaction Database (ORD), a public repository of structured organic reaction records. Task: describe an organic reaction: reactants, conditions, products, and yield Reactants: CC(C)=CC(=O)C=C(C)C, Cl, [NH4+], [OH-]. Yields the product CC1(C)CC(=O)CC(C)(C)N1. As a reaction SMILES: [CH3:1][C:2]([CH3:3])=[CH:4][C:5](=[O:6])[CH:7]=[C:8]([CH3:9])[CH3:10].[ClH:11].[NH4+:12].[OH-:13]>>[CH3:1][C:2]1([CH3:3])[CH2:4][C:5](=[O:6])[CH2:7][C:8]([CH3:9])([CH3:10])[NH:12]1. Starting materials: FC(S(=O)(=O)OC=1C=CC2=C(C(=N[C@H](C=3N2C(=NN3)C)CC(=O)NCC)C3=CC=C(C=C3)Cl)C1)(F)F ((S)-6-(4-Chlorophenyl)-4-(2-(ethylamino)-2-oxoethyl)-1-methyl-4H-benzo[f][1,2,4]triazolo[4,3-a][1,4]diazepin-8-yl trifluoromethanesulfonate), COC=1C=C(C=CC1)B(O)O (3-methoxyphenylboronic acid), C1(=CC=CC=C1)C (Toluene), FC(S(=O)(=O)OC=1C=CC2=C(C(=N[C@H](C=3N2C(=NN3)C)CC(=O)NCC)C3=CC=C(C=C3)Cl)C1)(F)F ((4S)-6-(4-chlorophenyl)-4-[2-(ethylamino)-2-oxoethyl]-1-methyl-4H-[1,2,4]triazolo[4,3-a][1,4]benzodiazepin-8-yl trifluoromethanesulfonate), C([O-])([O-])=O.[K+].[K+] (potassium carbonate). The reagents and catalysts are Cl[Pd]([P](C1=CC=CC=C1)(C2=CC=CC=C2)C3=CC=CC=C3)([P](C4=CC=CC=C4)(C5=CC=CC=C5)C6=CC=CC=C6)Cl (bis(triphenylphosphine)palladium(II) chloride). Solvent: C(C)O (ethanol). Conditions: temperature 120 celsius. The product is ClC1=CC=C(C=C1)C1=N[C@H](C=2N(C3=C1C=C(C=C3)C3=CC(=CC=C3)OC)C(=NN2)C)CC(=O)NCC ((S)-2-(6-(4-chlorophenyl)-8-(3-methoxyphenyl)-1-methyl-4H-benzo[f][1,2,4]triazolo[4,3-a][1,4]diazepin-4-yl)-N-ethylacetamide). Reaction SMILES: FC(F)(F)S(O[C:7]1[CH:8]=[CH:9][C:10]2[N:16]3[C:17]([CH3:20])=[N:18][N:19]=[C:15]3[C@H:14]([CH2:21][C:22]([NH:24][CH2:25][CH3:26])=[O:23])[N:13]=[C:12]([C:27]3[CH:32]=[CH:31][C:30]([Cl:33])=[CH:29][CH:28]=3)[C:11]=2[CH:34]=1)(=O)=O.C(=O)([O-])[O-].[K+].[K+].[CH3:43][O:44][C:45]1[CH:46]=[C:47](B(O)O)[CH:48]=[CH:49][CH:50]=1.C1(C)C=CC=CC=1>Cl[Pd](Cl)([P](C1C=CC=CC=1)(C1C=CC=CC=1)C1C=CC=CC=1)[P](C1C=CC=CC=1)(C1C=CC=CC=1)C1C=CC=CC=1.C(O)C>[Cl:33][C:30]1[CH:29]=[CH:28][C:27]([C:12]2[C:11]3[CH:34]=[C:7]([C:49]4[CH:48]=[CH:47][CH:46]=[C:45]([O:44][CH3:43])[CH:50]=4)[CH:8]=[CH:9][C:10]=3[N:16]3[C:17]([CH3:20])=[N:18][N:19]=[C:15]3[C@H:14]([CH2:21][C:22]([NH:24][CH2:25][CH3:26])=[O:23])[N:13]=2)=[CH:32][CH:31]=1 |f:1.2.3,^1:63,82|. Procedure details: (S)-6-(4-Chlorophenyl)-4-(2-(ethylamino)-2-oxoethyl)-1-methyl-4H-benzo[f][1,2,4]triazolo[4,3-a][1,4]diazepin-8-yl trifluoromethanesulfonate (for a preparation see Intermediate 3) (100 mg), bis(triphenylphosphine)palladium(II) chloride (12.95 mg), potassium carbonate (128 mg) and 3-methoxyphenylboronic acid (33.6 mg) were added to a 2-5 ml microwave vial. Toluene (2 ml) and ethanol (2 ml) were added to the vial and the reaction mixture was heated at 120° C. for 20 min (microwave). The reaction mi... Reactants: [N+](=O)([O-])C1=CC=C(COC(=O)N2CCC(CC2)CO)C=C1 (N-p-nitrobenzyloxycarbonyl-4-hydroxymethylpiperidine), C1(=CC=C(C=C1)S(=O)(=O)Cl)C (p-toluenesulfonyl chloride). The solvent is ice water, N1=CC=CC=C1 (pyridine). Conditions: time 8 hour. Product: [N+](=O)([O-])C1=CC=C(COC(=O)N2CCC(CC2)COS(=O)(=O)C2=CC=C(C=C2)C)C=C1 (N-p-nitrobenzyloxycarbonyl-4-p-toluenesulfonyloxymethylpiperidine). As a reaction SMILES: [N+:1]([C:4]1[CH:21]=[CH:20][C:7]([CH2:8][O:9][C:10]([N:12]2[CH2:17][CH2:16][CH:15]([CH2:18][OH:19])[CH2:14][CH2:13]2)=[O:11])=[CH:6][CH:5]=1)([O-:3])=[O:2].[C:22]1([CH3:32])[CH:27]=[CH:26][C:25]([S:28](Cl)(=[O:30])=[O:29])=[CH:24][CH:23]=1>N1C=CC=CC=1>[N+:1]([C:4]1[CH:21]=[CH:20][C:7]([CH2:8][O:9][C:10]([N:12]2[CH2:17][CH2:16][CH:15]([CH2:18][O:19][S:28]([C:25]3[CH:26]=[CH:27][C:22]([CH3:32])=[CH:23][CH:24]=3)(=[O:30])=[O:29])[CH2:14][CH2:13]2)=[O:11])=[CH:6][CH:5]=1)([O-:3])=[O:2]. Reported procedure: To a solution of N-p-nitrobenzyloxycarbonyl-4-hydroxymethylpiperidine (20 g) in dry pyridine (127 ml) was added p-toluenesulfonyl chloride (25.8 g) with ice-cooling, and the reaction mixture was kept overnight at the same temperature, diluted with ice water and extracted with diethyl ether dichloromethane. The extract was washed successively with water, dilute hydrochloric acid, aqueous sodium bicarbonate and again water, dried over anhydrous sodium sulfate and evaporated to give an oily residue... RXN SMILES: [IH:1].[CH:2]([NH:15][C:16](=[NH:19])SC)([C:9]1[CH:14]=[CH:13][CH:12]=[CH:11][CH:10]=1)[C:3]1[CH:8]=[CH:7][CH:6]=[CH:5][CH:4]=1.[C:20]1([N:26]2[CH2:31][CH2:30][NH:29][CH2:28][CH2:27]2)[CH:25]=[CH:24][CH:23]=[CH:22][CH:21]=1.CC([OH:35])C>CC(O)(C)C>[OH2:35].[IH:1].[C:3]1([CH:2]([C:9]2[CH:14]=[CH:13][CH:12]=[CH:11][CH:10]=2)[NH:15][C:16]([N:29]2[CH2:30][CH2:31][N:26]([C:20]3[CH:25]=[CH:24][CH:23]=[CH:22][CH:21]=3)[CH2:27][CH2:28]2)=[NH:19])[CH:4]=[CH:5][CH:6]=[CH:7][CH:8]=1.[C:3]1([CH:2]([NH:15][C:16]([N:29]2[CH2:30][CH2:31][N:26]([C:20]3[CH:25]=[CH:24][CH:23]=[CH:22][CH:21]=3)[CH2:27][CH2:28]2)=[NH:19])[C:9]2[CH:10]=[CH:11][CH:12]=[CH:13][CH:14]=2)[CH:4]=[CH:5][CH:6]=[CH:7][CH:8]=1.[IH:1] |f:0.1,5.6.7.8.9|. Run in CC(C)(C)O (t-BuOH). Procedure: A mixture of 6.38 g (0.017 mole) of N-benzhydryl-S-methylpseudothiourea monohydroiodide and 5.81 g (0.034 mole) of N-phenylpiperazine in t-BuOH is heated under reflux overnight. About 50 ml of moist 2-propanol is added and the mixture is then allowed to crystallize. The crude guanidine melts at 119°-120° C. Recrystallization from 1:2 MeOH/t-BuOH and then from 2-propanol gives pure N-diphenylmethyl-4-phenyl-1-piperazine-carboximidamide monohydroiodide hemihydrate; mp (113°-117°) 208°-210° C. The reactants are I.C(C1=CC=CC=C1)(C1=CC=CC=C1)NC(SC)=N (N-benzhydryl-S-methylpseudothiourea monohydroiodide), C1(=CC=CC=C1)N1CCNCC1 (N-phenylpiperazine), CC(C)O (2-propanol). Product: O.I.C1(=CC=CC=C1)C(NC(=N)N1CCN(CC1)C1=CC=CC=C1)C1=CC=CC=C1.C1(=CC=CC=C1)C(C1=CC=CC=C1)NC(=N)N1CCN(CC1)C1=CC=CC=C1.I (N-diphenylmethyl-4-phenyl-1-piperazine-carboximidamide monohydroiodide hemihydrate). Reported procedure: To a stirred solution of 2-[3-(4-fluorophenyl)-propyl]-6-[2-(N-hydroxyamino)-ethoxy]-1-oxo-1,2,3,4-tetrahydroisoquinoline (3.0 g, 8.4 mmol) in dioxane (100 mL) is added trimethylsilyl isocyanate (1.06 g, 9.2 mmol). The reaction is stirred at room temperature for 24 hours and subsequently poured into H20 (350 mL). The resulting suspension is extracted with EtOAc (1×500 mL) and the organic phase washed with 2M HCl (1×250 mL), H2O (5×500 mL), saturated NaCl solution (2×500 mL), dried over MgSO4 and... Reaction conditions: time 24 hour. Run in O1CCOCC1 (dioxane). The reactants are FC1=CC=C(C=C1)CCCN1C(C2=CC=C(C=C2CC1)OCCNO)=O (2-[3-(4-fluorophenyl)-propyl]-6-[2-(N-hydroxyamino)-ethoxy]-1-oxo-1,2,3,4-tetrahydroisoquinoline), C[Si](C)(C)N=C=O (trimethylsilyl isocyanate). The product is FC1=CC=C(C=C1)CCCN1C(C2=CC=C(C=C2CC1)OCCN(O)C(=O)N)=O (2-[3-(4-fluorophenyl)-propyl]-6-[2-(N-aminocarbonyl-N-hydroxyamino)ethoxy]-1-oxo-1,2,3,4-tetrahydroisoquinoline). Reaction SMILES: [F:1][C:2]1[CH:7]=[CH:6][C:5]([CH2:8][CH2:9][CH2:10][N:11]2[CH2:20][CH2:19][C:18]3[C:13](=[CH:14][CH:15]=[C:16]([O:21][CH2:22][CH2:23][NH:24][OH:25])[CH:17]=3)[C:12]2=[O:26])=[CH:4][CH:3]=1.C[Si]([N:31]=[C:32]=[O:33])(C)C>O1CCOCC1>[F:1][C:2]1[CH:3]=[CH:4][C:5]([CH2:8][CH2:9][CH2:10][N:11]2[CH2:20][CH2:19][C:18]3[C:13](=[CH:14][CH:15]=[C:16]([O:21][CH2:22][CH2:23][N:24]([C:32]([NH2:31])=[O:33])[OH:25])[CH:17]=3)[C:12]2=[O:26])=[CH:6][CH:7]=1. The reactants are C1COCCO1, CC(Nc1nc(Cl)cc(Cl)n1)c1ccc(F)cc1, [K+], [K+], [K+], Nc1cnccn1, O=P([O-])([O-])[O-]. The product is CC(Nc1nc(Cl)cc(Nc2cnccn2)n1)c1ccc(F)cc1. RXN SMILES: [CH2:34]1[O:35][CH2:36][CH2:37][O:38][CH2:39]1.[Cl:1][c:2]1[n:3][c:4]([NH:9][CH:10]([CH3:11])[c:12]2[cH:13][cH:14][c:15]([F:18])[cH:16][cH:17]2)[n:5][c:6]([Cl:8])[cH:7]1.[K+:31].[K+:32].[K+:33].[NH2:19][c:20]1[n:21][cH:22][cH:23][n:24][cH:25]1.[P:26]([O-:27])([O-:28])([O-:29])=[O:30]>>[c:2]1([NH:19][c:20]2[n:21][cH:22][cH:23][n:24][cH:25]2)[n:3][c:4]([NH:9][CH:10]([CH3:11])[c:12]2[cH:13][cH:14][c:15]([F:18])[cH:16][cH:17]2)[n:5][c:6]([Cl:8])[cH:7]1. The reactants are ClC=1C=C(C=CC1Cl)NC1=NC2=C(C=C(C=C2C(=N1)O)[N+](=O)[O-])C1OCCO1 (2-((3,4-dichlorophenyl)amino)-8-(1,3-dioxolan-2-yl)-6-nitroquinazolin-4-ol), Cl (hydrochloric acid). Run in O1CCCC1 (tetrahydrofuran), CS(=O)C (dimethylsulfoxide). Run at temperature 40 celsius, time 7 hour. Product: ClC=1C=C(C=CC1Cl)NC1=NC2=C(C=C(C=C2C(=N1)O)[N+](=O)[O-])C=O (2-((3,4-Dichlorophenyl)amino)-4-hydroxy-6-nitroquinazoline-8-carbaldehyde). The yield is 103.4%. Reaction SMILES: [Cl:1][C:2]1[CH:3]=[C:4]([NH:9][C:10]2[N:19]=[C:18]([OH:20])[C:17]3[C:12](=[C:13]([CH:24]4OCC[O:25]4)[CH:14]=[C:15]([N+:21]([O-:23])=[O:22])[CH:16]=3)[N:11]=2)[CH:5]=[CH:6][C:7]=1[Cl:8].Cl>O1CCCC1.CS(C)=O>[Cl:1][C:2]1[CH:3]=[C:4]([NH:9][C:10]2[N:19]=[C:18]([OH:20])[C:17]3[C:12](=[C:13]([CH:24]=[O:25])[CH:14]=[C:15]([N+:21]([O-:23])=[O:22])[CH:16]=3)[N:11]=2)[CH:5]=[CH:6][C:7]=1[Cl:8]. Procedure details: A solution 2-((3,4-dichlorophenyl)amino)-8-(1,3-dioxolan-2-yl)-6-nitroquinazolin-4-ol (1.08 g) in tetrahydrofuran (35 mL) and dimethylsulfoxide (1 mL) was treated with 10% (v/v) hydrochloric acid (25 mL). The resulting mixture was stirred at 40° C. for 7 h, then was cooled to room temperature and stirred for 16 h. Evaporation of the tetrahydrofuran in vacuo provided a brown slurry, from which the product was isolated by filtration. The brown solids were washed with water (50 mL) and dried. The c... Reactants: [BH3-]C#N, CC(=O)O, CC(C)(C)OC(=O)NC1CCCC1N, CO, [Na+], O=C1CCCC1. Yields the product CC(C)(C)OC(=O)NC1CCCC1NC1CCCC1. RXN SMILES: [C:25]([BH3-:26])#[N:27].[CH3:15][C:16](=[O:17])[OH:18].[CH3:1][C:2]([CH3:3])([CH3:4])[O:5][C:6]([NH:7][CH:8]1[CH:9]([NH2:13])[CH2:10][CH2:11][CH2:12]1)=[O:14].[CH3:29][OH:30].[Na+:28].[O:19]=[C:20]1[CH2:21][CH2:22][CH2:23][CH2:24]1>>[CH3:1][C:2]([CH3:3])([CH3:4])[O:5][C:6]([NH:7][CH:8]1[CH:9]([NH:13][CH:20]2[CH2:21][CH2:22][CH2:23][CH2:24]2)[CH2:10][CH2:11][CH2:12]1)=[O:14]. Reactants: CCOCC(=O)Nc1c(OC)csc1C, COCCO[Al+]OCCOC, Cc1ccccc1, [H-], [H-], [K+], [Na+], [OH-]. The product is CCOCCNc1c(OC)csc1C. Reaction SMILES: [CH3:15][O:16][c:17]1[c:18]([NH:23][C:24]([CH2:25][O:26][CH2:27][CH3:28])=[O:29])[c:19]([CH3:22])[s:20][cH:21]1.[CH3:2][O:3][CH2:4][CH2:5][O:6][Al+:7][O:8][CH2:9][CH2:10][O:11][CH3:12].[CH3:32][c:33]1[cH:34][cH:35][cH:36][cH:37][cH:38]1.[H-:14].[H-:1].[K+:31].[Na+:13].[OH-:30]>>[CH3:15][O:16][c:17]1[c:18]([NH:23][CH2:24][CH2:25][O:26][CH2:27][CH3:28])[c:19]([CH3:22])[s:20][cH:21]1.